This data is from the Open Reaction Database (ORD), a public repository of structured organic reaction records. The task is: describe an organic reaction: reactants, conditions, products, and yield Reactants: C(C1=CC=CC=C1)OC1=CC(=C(C=C1OC)C(=O)N1CCN(CC1)C1=C(C=CC=C1)OC)[N+](=O)[O-] ([4-(Benzyloxy)-5-methoxy-2-nitrophenyl][4-(2-methoxyphenyl)piperazino]methanone), O.O.Cl[Sn]Cl (SnCl2.2H2O). The solvent is CO (methanol). Yields the product NC1=C(C=C(C(=C1)OCC1=CC=CC=C1)OC)C(=O)N1CCN(CC1)C1=C(C=CC=C1)OC ([2-Amino-4-(benzyloxy)-5-methoxyphenyl][4-(2-methoxyphenyl)piper-azino]methanone). Isolated yield 91.3%. Reaction SMILES: [CH2:1]([O:8][C:9]1[C:14]([O:15][CH3:16])=[CH:13][C:12]([C:17]([N:19]2[CH2:24][CH2:23][N:22]([C:25]3[CH:30]=[CH:29][CH:28]=[CH:27][C:26]=3[O:31][CH3:32])[CH2:21][CH2:20]2)=[O:18])=[C:11]([N+:33]([O-])=O)[CH:10]=1)[C:2]1[CH:7]=[CH:6][CH:5]=[CH:4][CH:3]=1.O.O.Cl[Sn]Cl>CO>[NH2:33][C:11]1[CH:10]=[C:9]([O:8][CH2:1][C:2]2[CH:3]=[CH:4][CH:5]=[CH:6][CH:7]=2)[C:14]([O:15][CH3:16])=[CH:13][C:12]=1[C:17]([N:19]1[CH2:20][CH2:21][N:22]([C:25]2[CH:30]=[CH:29][CH:28]=[CH:27][C:26]=2[O:31][CH3:32])[CH2:23][CH2:24]1)=[O:18] |f:1.2.3|. Reported procedure: [4-(Benzyloxy)-5-methoxy-2-nitrophenyl][4-(2-methoxyphenyl)piperazino]methanone (7a) (500 mg, 1.04 mmol) was dissolved in methanol (10 mL), SnCl2.2H2O (706 mg, 3.14 mmol) was added and refluxed until the TLC indicated the completion of the reaction. The methanol was evaporated by vacuum and the aqueous layer was then adjusted to pH 8 with 10% NaHCO3 solution and extracted with ethyl acetate (2×30 mL). The combined organic phase was dried over Na2SO4 and evaporated under vacuum to afford the crud... Starting materials: ClC(=O)OCCCCCC (hexyl chloroformate), 4b, ClC=1C=C(C=CC1Cl)N1C(=NC(C1=O)=O)NC(=N)NC(C)C (N-[1-(3,4-dichlorophenyl)-4,5-dioxo-4,5-dihydro-1H-imidazol-2-yl]-N′-isopropylguanidine). The product is ClC=1C=C(C=CC1Cl)N1C(NC(C1=O)=O)=NC(=NC(=O)OCCCCCC)NC(C)C (N-[1-(3,4-dichlorophenyl)-4,5-dioxo-imidazolidin-2-ylidene]-N′-isopropyl-N″-(1-hexyloxycarbonyl)guanidine), crystal. Yield: 32.0%. As a reaction SMILES: [Cl:1][C:2]1[CH:3]=[C:4]([N:9]2[C:13](=[O:14])[C:12](=[O:15])[N:11]=[C:10]2[NH:16][C:17]([NH:19][CH:20]([CH3:22])[CH3:21])=[NH:18])[CH:5]=[CH:6][C:7]=1[Cl:8].Cl[C:24]([O:26][CH2:27][CH2:28][CH2:29][CH2:30][CH2:31][CH3:32])=[O:25]>>[Cl:1][C:2]1[CH:3]=[C:4]([N:9]2[C:13](=[O:14])[C:12](=[O:15])[NH:11][C:10]2=[N:16][C:17]([NH:19][CH:20]([CH3:22])[CH3:21])=[N:18][C:24]([O:26][CH2:27][CH2:28][CH2:29][CH2:30][CH2:31][CH3:32])=[O:25])[CH:5]=[CH:6][C:7]=1[Cl:8]. Procedure details: Compound 4e was prepared by the same method for preparation of 4b, using pure compound 4 (0.800 g, 2.34 mmol) and hexyl chloroformate as starting materials to yield compound 4e as a white color crystal (0.354 g, 32%). 1H NMR (300 MHz, CDCl3) δ 12.45 (s, 1H), 7.57–7.54 (m, 2H), 7.31–7.27 (dd, J=8.5 and 2.4 Hz, 1H), 4.25 (t, J=6.8 Hz, 2H), 4.12 (m, 1H),1.74 (m, 2H), 1.35 (m, 6H), 1.25 (d, J=6.6 Hz, 6H), 0.93 (t, J=6.4 Hz, 3H); 13C NMR: δ170.78, 168.50, 159.20, 155.93, 154.15, 132.56, 132.18, 131.5... Starting materials: O=C([O-])[O-], COc1cc(OC)cc(C2CCNC2)c1, CO, ClC(Cl)Cl, Fc1ccc(C(OCCBr)c2ccc(F)cc2)cc1, [K+], [K+]. Product: COc1cc(OC)cc(C2CCN(CCOC(c3ccc(F)cc3)c3ccc(F)cc3)C2)c1. RXN SMILES: [C:35](=[O:36])([O-:37])[O-:38].[CH3:20][O:21][c:22]1[cH:23][c:24]([CH:30]2[CH2:31][NH:32][CH2:33][CH2:34]2)[cH:25][c:26]([O:28][CH3:29])[cH:27]1.[CH3:41][OH:42].[CH:43]([Cl:44])([Cl:45])[Cl:46].[F:1][c:2]1[cH:3][cH:4][c:5]([CH:8]([O:9][CH2:10][CH2:11][Br:12])[c:13]2[cH:14][cH:15][c:16]([F:19])[cH:17][cH:18]2)[cH:6][cH:7]1.[K+:39].[K+:40]>>[F:1][c:2]1[cH:3][cH:4][c:5]([CH:8]([O:9][CH2:10][CH2:11][N:32]2[CH2:31][CH:30]([c:24]3[cH:23][c:22]([O:21][CH3:20])[cH:27][c:26]([O:28][CH3:29])[cH:25]3)[CH2:34][CH2:33]2)[c:13]2[cH:14][cH:15][c:16]([F:19])[cH:17][cH:18]2)[cH:6][cH:7]1.